This data is from the Open Reaction Database (ORD), a public repository of structured organic reaction records. The task is: describe an organic reaction: reactants, conditions, products, and yield Starting materials: C(C=C)OC([C@@H](NC(=O)OC(C)(C)C)CC1=CC=C(C=C1)OC(=O)OC1=CC=C(C=C1)[N+](=O)[O-])=O (Allyl-N-(tert-butoxycarbonyl)-O-[(4-nitrophenoxy)carbonyl]-L-tyrosinate), C(C)(C)(C)OC(=O)NCCC[C@H](N)C(=O)O (N5-(tert-Butoxycarbonyl)-L-ornithine). Product: C(C=C)OC([C@H](CC1=CC=C(OC(=O)N[C@@H](CCCNC(=O)OC(C)(C)C)C(=O)O)C=C1)NC(=O)OC(C)(C)C)=O (N2-[(4-{(2S)-3-(Allyloxy)-2-[(tert-butoxycarbonyl)amino]-3-oxopropyl}phenoxy)carbonyl]-N5-(tert-butoxycarbonyl)ornithine). Reaction SMILES: [CH2:1]([O:4][C:5](=[O:35])[C@H:6]([CH2:15][C:16]1[CH:21]=[CH:20][C:19]([O:22][C:23](OC2C=CC([N+]([O-])=O)=CC=2)=[O:24])=[CH:18][CH:17]=1)[NH:7][C:8]([O:10][C:11]([CH3:14])([CH3:13])[CH3:12])=[O:9])[CH:2]=[CH2:3].[C:36]([O:40][C:41]([NH:43][CH2:44][CH2:45][CH2:46][C@@H:47]([C:49]([OH:51])=[O:50])[NH2:48])=[O:42])([CH3:39])([CH3:38])[CH3:37]>ClCCl>[CH2:1]([O:4][C:5](=[O:35])[C@@H:6]([NH:7][C:8]([O:10][C:11]([CH3:14])([CH3:13])[CH3:12])=[O:9])[CH2:15][C:16]1[CH:21]=[CH:20][C:19]([O:22][C:23]([NH:48][C@H:47]([C:49]([OH:51])=[O:50])[CH2:46][CH2:45][CH2:44][NH:43][C:41]([O:40][C:36]([CH3:39])([CH3:37])[CH3:38])=[O:42])=[O:24])=[CH:18][CH:17]=1)[CH:2]=[CH2:3]. The solvent is ClCCl (dichloromethane). Conditions: temperature 75 celsius. Procedure details: 3.00 g (6.16 mmol) of the compound from example 1A was dissolved in 60 ml dichloromethane. 1.43 g (6.16 mmol) N5-(tert-Butoxycarbonyl)-L-ornithine was added. The reaction mixture was split into 3 portions. The portions were heated for 30 min in a sealed tube at 75° C. in a microwave synthesizer. The combined reaction mixture was extracted with approx. 500 ml saturated ammonium chloride solution. The aqueous phase was twice back extracted with approx. 30 ml dichloromethane each. The combined orga...